Task: describe an organic reaction: reactants, conditions, products, and yield. Dataset: the Open Reaction Database (ORD), a public repository of structured organic reaction records The reactants are ClC=1C=C2C(=C(NC2=CC1)C(C1=CC(=CC=C1)C)=O)CC(=O)O ([5-Chloro-2-(3-methylbenzoyl)-1H-indol-3-yl]acetic Acid), BrC1=CC=C(C=C1)Cl (4-bromochlorobenzene). The product is ClC=1C=C2C(=C(NC2=CC1)C(C1=CC=C(C=C1)Cl)=O)CC(=O)O ([5-Chloro-2-(4-chlorobenzoyl)-1H-indol-3-yl]acetic Acid). RXN SMILES: [Cl:1][C:2]1[CH:3]=[C:4]2[C:8](=[CH:9][CH:10]=1)[NH:7][C:6]([C:11](=[O:19])[C:12]1[CH:17]=[CH:16][CH:15]=[C:14](C)[CH:13]=1)=[C:5]2[CH2:20][C:21]([OH:23])=[O:22].BrC1C=CC([Cl:31])=CC=1>>[Cl:1][C:2]1[CH:3]=[C:4]2[C:8](=[CH:9][CH:10]=1)[NH:7][C:6]([C:11](=[O:19])[C:12]1[CH:17]=[CH:16][C:15]([Cl:31])=[CH:14][CH:13]=1)=[C:5]2[CH2:20][C:21]([OH:23])=[O:22]. Procedure details: The title compound was prepared according to the procedure described in step 2 of Example 7 from 5-chloro-2-[(N-methoxy-N-methylamino)carbonyl]indole (Example 18, step 1) and 4-bromochlorobenzene. Starting materials: [BH4-], CC(=O)OC1C(N2CCCC2)CC2C3CCC4CC(O)C(N5CCC(=O)CC5)CC4(C)C3CCC21C, ClCCl, CO, [Na+], O. Product: CC(=O)OC1C(N2CCCC2)CC2C3CCC4CC(O)C(N5CCC(O)CC5)CC4(C)C3CCC21C. RXN SMILES: [BH4-:1].[C:3]([CH3:4])(=[O:5])[O:6][CH:7]1[C:8]2([CH3:9])[CH:10]([CH2:11][CH:12]1[N:13]1[CH2:14][CH2:15][CH2:16][CH2:17]1)[CH:18]1[CH2:19][CH2:20][CH:21]3[CH2:22][CH:23]([OH:38])[CH:24]([N:31]4[CH2:32][CH2:33][C:34](=[O:37])[CH2:35][CH2:36]4)[CH2:25][C:26]3([CH3:27])[CH:28]1[CH2:29][CH2:30]2.[CH2:39]([Cl:40])[Cl:41].[CH3:42][OH:43].[Na+:2].[OH2:44]>>[C:3]([CH3:4])(=[O:5])[O:6][CH:7]1[C:8]2([CH3:9])[CH:10]([CH2:11][CH:12]1[N:13]1[CH2:14][CH2:15][CH2:16][CH2:17]1)[CH:18]1[CH2:19][CH2:20][CH:21]3[CH2:22][CH:23]([OH:38])[CH:24]([N:31]4[CH2:32][CH2:33][CH:34]([OH:37])[CH2:35][CH2:36]4)[CH2:25][C:26]3([CH3:27])[CH:28]1[CH2:29][CH2:30]2. The reactants are C(C1=CC=CC=C1)(=O)NCC1=C(C=CC(=C1)[N+](=O)[O-])N (N-Benzoyl-2-amino-5-nitrobenzylamine). Run in P(=O)(Cl)(Cl)Cl (phosphoryl chloride). Product: C1(=CC=CC=C1)C1=NC2=CC=C(C=C2CN1)[N+](=O)[O-] (2-phenyl-6-nitro-3,4-dihydroquinazoline). As a reaction SMILES: [C:1]([NH:9][CH2:10][C:11]1[CH:16]=[C:15]([N+:17]([O-:19])=[O:18])[CH:14]=[CH:13][C:12]=1[NH2:20])(=O)[C:2]1[CH:7]=[CH:6][CH:5]=[CH:4][CH:3]=1>P(Cl)(Cl)(Cl)=O>[C:2]1([C:1]2[NH:9][CH2:10][C:11]3[C:12](=[CH:13][CH:14]=[C:15]([N+:17]([O-:19])=[O:18])[CH:16]=3)[N:20]=2)[CH:7]=[CH:6][CH:5]=[CH:4][CH:3]=1. Procedure: N-Benzoyl-2-amino-5-nitrobenzylamine (33 g, 0.12 mol) and phosphoryl chloride (150 ml) are refluxed for 3 hours. The mixture is concentrated and water is added, followed by addition of aqueous ammonia (pH>10). The product is filtered off and recrystallized from water, and then from 2/1 isopropyl ether/hexane. Yield: 27.6 g (89%); IR (KBr): 3387, 3198, 1599, 1512, 1341 cm−1; 1H-NMR (d6-DMSO) 7.95 (m, 4H); 7.30 (m, 4H); 7.01 (m, 1H); 4.71 (s, 2H). Reactants: COCOc1c(C)c(C)c2c(c1C)C(=O)CCS2, ClCCCl, [H-], [Na+], CN(C)C=O, O. Product: COCOc1c(C)c(C)c2c(c1C)C(=O)C1(CC1)CS2. Reaction SMILES: [CH3:1][O:2][CH2:3][O:4][c:5]1[c:6]([CH3:18])[c:7]2[c:12]([c:13]([CH3:16])[c:14]1[CH3:15])[S:11][CH2:10][CH2:9][C:8]2=[O:17].[Cl:19][CH2:20][CH2:21][Cl:22].[H-:24].[Na+:23].[O:26]=[CH:27][N:28]([CH3:29])[CH3:30].[OH2:25]>>[CH3:1][O:2][CH2:3][O:4][c:5]1[c:6]([CH3:18])[c:7]2[c:12]([c:13]([CH3:16])[c:14]1[CH3:15])[S:11][CH2:10][C:9]1([C:8]2=[O:17])[CH2:20][CH2:21]1. Starting materials: COc1ccc(-c2nc(COc3ccc(F)c(C(N)=O)c3F)sc2Br)cc1, CCCC[Sn](CCCC)(CCCC)c1nccs1, CN(C)C=O, O, [Pd], c1ccc([PH](c2ccccc2)(c2ccccc2)c2ccccc2)cc1. Yields the product COc1ccc(-c2nc(COc3ccc(F)c(C(N)=O)c3F)sc2-c2nccs2)cc1. RXN SMILES: [Br:1][c:2]1[c:3](-[c:20]2[cH:21][cH:22][c:23]([O:26][CH3:27])[cH:24][cH:25]2)[n:4][c:5]([CH2:7][O:8][c:9]2[c:10]([F:19])[c:11]([C:12](=[O:13])[NH2:14])[c:15]([F:18])[cH:16][cH:17]2)[s:6]1.[CH2:28]([Sn:29]([CH2:30][CH2:31][CH2:32][CH3:38])([c:33]1[s:34][cH:35][cH:36][n:37]1)[CH2:39][CH2:40][CH2:41][CH3:42])[CH2:43][CH2:44][CH3:45].[O:47]=[CH:48][N:49]([CH3:50])[CH3:51].[OH2:46].[Pd:52].[c:53]1([PH:54]([c:55]2[cH:56][cH:57][cH:58][cH:59][cH:60]2)([c:61]2[cH:62][cH:63][cH:64][cH:65][cH:66]2)[c:67]2[cH:68][cH:69][cH:70][cH:71][cH:72]2)[cH:73][cH:74][cH:75][cH:76][cH:77]1>>[c:2]1(-[c:33]2[s:34][cH:35][cH:36][n:37]2)[c:3](-[c:20]2[cH:21][cH:22][c:23]([O:26][CH3:27])[cH:24][cH:25]2)[n:4][c:5]([CH2:7][O:8][c:9]2[c:10]([F:19])[c:11]([C:12](=[O:13])[NH2:14])[c:15]([F:18])[cH:16][cH:17]2)[s:6]1. The reactants are FC(C(=O)NC1=NN(CC1)C1=CC=C(C=C1)C(C(F)(F)F)=O)(F)F (2,2,2-Trifluoro-N-[1-(p-trifluoroacetylphenyl)-2-pyrazolin-3-yl]acetamide), C(C)(=O)OC(C)=O (acetic anhydride). Conditions: time 1 hour. Yields the product C1(=CC=CC=C1)N1N=C(CC1)NC(C)=O (N-(1-Phenyl-2-pyrazolin-3-yl)acetamide). Reaction SMILES: F[C:2](F)(F)[C:3]([NH:5][C:6]1[CH2:10][CH2:9][N:8]([C:11]2[CH:16]=[CH:15][C:14](C(=O)C(F)(F)F)=[CH:13][CH:12]=2)[N:7]=1)=[O:4].C(OC(=O)C)(=O)C>>[C:11]1([N:8]2[CH2:9][CH2:10][C:6]([NH:5][C:3](=[O:4])[CH3:2])=[N:7]2)[CH:12]=[CH:13][CH:14]=[CH:15][CH:16]=1. Procedure details: A 10.0 g. amount of 3-amino-1-phenyl-2-pyrazoline (prepared in Example 8) and 10.0 ml. of acetic anhydride are mixed together and allowed to stand at room temperature for one hour. The resulting solid is collected, dissolved in dichloromethane and passed through a short column of a hydrous magnesium silicate. The effluent is heated and hexane is added to crystallize 1.2 g. of the desired product as yellow prisms, m.p. 190°-191° C.